This data is from the Open Reaction Database (ORD), a public repository of structured organic reaction records. The task is: describe an organic reaction: reactants, conditions, products, and yield Starting materials: C1(C=CCC1)OC=1C=C(C=O)C=CC1OC (3-cyclopent-2-enyloxy-4-methoxybenzaldehyde), solution, [Na] (sodium), P(=O)(O)(O)[O-].[Na+] (sodium dihydrogen phosphate). Run in C(C)(C)(C)O (t-butanol), CC(C)=CC (2-methyl-2-butene). Reaction conditions: time 8 hour. Yields the product C1(C=CCC1)OC=1C=C(C(=O)O)C=CC1OC (3-cyclopent-2-enyloxy-4-methoxybenzoic acid). Isolated yield 71.3%. RXN SMILES: [CH:1]1([O:6][C:7]2[CH:8]=[C:9]([CH:12]=[CH:13][C:14]=2[O:15][CH3:16])[CH:10]=[O:11])[CH2:5][CH2:4][CH:3]=[CH:2]1.[Na].P([O-])(O)(O)=[O:19].[Na+]>C(O)(C)(C)C.CC(=CC)C>[CH:1]1([O:6][C:7]2[CH:8]=[C:9]([CH:12]=[CH:13][C:14]=2[O:15][CH3:16])[C:10]([OH:19])=[O:11])[CH2:5][CH2:4][CH:3]=[CH:2]1 |f:2.3,^1:16|. Reported procedure: A solution of 3-cyclopent-2-enyloxy-4-methoxybenzaldehyde (7.70 g) in t-butanol (160 mL) and 2-methyl-2-butene (40 mL) is treated dropwise with an aqueous solution (150 mL) containing sodium chicrite (80% technical grade; 4.39 g) and sodium dihydrogen phosphate (38.49 g), and left to stand overnight. The resulting mixture is extracted with dichloromethane (2×250 mL), and the combined organic layers are dried over sodium sulfate, the solvent is removed under reduced pressure, and the resulting re... Run in O (water). Conditions: temperature 80 celsius. Yields the product [N+](=O)([O-])CCC(=O)C1=CC=C(C=C1)CCCCCCCC (3-nitro-1-(4-octylphenyl)propan-1-one). As a reaction SMILES: Cl[CH2:2][CH2:3][C:4]([C:6]1[CH:11]=[CH:10][C:9]([CH2:12][CH2:13][CH2:14][CH2:15][CH2:16][CH2:17][CH2:18][CH3:19])=[CH:8][CH:7]=1)=[O:5].CC(C)=O.[N:24]([O-:26])=[O:25].[Na+].CCCCCC>O>[N+:24]([CH2:2][CH2:3][C:4]([C:6]1[CH:11]=[CH:10][C:9]([CH2:12][CH2:13][CH2:14][CH2:15][CH2:16][CH2:17][CH2:18][CH3:19])=[CH:8][CH:7]=1)=[O:5])([O-:26])=[O:25] |f:2.3|. Procedure details: 3-Chloro-1-(4-octylphenyl)propan-1-one (110 g) and acetone (1 L) are charged into a round bottom flask equipped with a condenser and guard tube and stirred. Sodium nitrite (271 g) is added and the mixture is slowly heated to 80° C. and maintained at that temperature for about 21 hours. The mass is cooled to 58° C., sodium nitrite (10 g) is added, and the mass is maintained at 78° C. for about 6 hours. The solvent is evaporated under reduced pressure. The compound obtained is diluted with water (... The reactants are N(=O)[O-].[Na+] (sodium nitrite), ClCCC(=O)C1=CC=C(C=C1)CCCCCCCC (3-Chloro-1-(4-octylphenyl)propan-1-one), CC(=O)C (acetone), CCCCCC (Hexane), N(=O)[O-].[Na+] (Sodium nitrite). The reactants are m-PEG20k acid, CC[C@@]1(C2=C(COC1=O)C(=O)N3CC=4C=C5C=CC=CC5=NC4C3=C2)O.C(=O)(C(F)(F)F)O (camptothecin TFA), solution, CCCP1(=O)OP(=O)(OP(=O)(O1)CCC)CCC (1-propanephosphonic acid cyclic anhydride), CN(N1CC=CC=C1)C (N-dimethylamino pyridine). Solvent: C(C)(=O)OCC (ethyl acetate), ClCCl (dichloromethane). Product: CC[C@@]1(C2=C(COC1=O)C(=O)N3CC=4C=C5C=CC=CC5=NC4C3=C2)O (Camptothecin). The yield is 8851.2%. Reaction SMILES: [CH3:1][CH2:2][C@@:3]1([OH:26])[C:8](=[O:9])[O:7][CH2:6][C:5]2[C:10]([N:12]3[C:24](=[CH:25][C:4]1=2)[C:23]1[N:22]=[C:21]2[C:16]([CH:17]=[CH:18][CH:19]=[CH:20]2)=[CH:15][C:14]=1[CH2:13]3)=[O:11].C(O)(C(F)(F)F)=O.CCCP1(OP(CCC)(=O)OP(CCC)(=O)O1)=O.CN(C)N1C=CC=CC1>C(OCC)(=O)C.ClCCl>[CH3:1][CH2:2][C@@:3]1([OH:26])[C:8](=[O:9])[O:7][CH2:6][C:5]2[C:10]([N:12]3[C:24](=[CH:25][C:4]1=2)[C:23]1[N:22]=[C:21]2[C:16]([CH:17]=[CH:18][CH:19]=[CH:20]2)=[CH:15][C:14]=1[CH2:13]3)=[O:11] |f:0.1|. Reported procedure: A solution of 2.0 g (0.10 mmoles) of m-PEG20k acid, 60 mg (0.06 mmoles) of diaminopimelic camptothecin TFA salt, 0.064 mo (0.10 mmoles) of a 50% solution of 1-propanephosphonic acid cyclic anhydride in ethyl acetate and 25 mg (0.20 mmoles) of N-dimethylamino pyridine in 20 ml of dry dichloromethane was stirred at room temperature overnight followed by washing with 1% aqueous sodium bicarbonate and 0.1N HCl solution. The organic layer was dried over anhydrous sodium sulfate, and the solvent was r... Starting materials: CC(=O)NC1=CC=C(C=C1)N (4-aminoacetanilide), C(CC(=O)C)(=O)OC (methyl acetoacetate). Run in CO (MeOH). Reaction conditions: temperature 5 celsius. The product is C(C)(=O)NC1=CC=C(C=C1)NC(=CC(=O)OC)C (Methyl 3-{[4-(acetylamino)phenyl]amino}but-2-enoate). Isolated yield 46.8%. Reaction SMILES: [CH3:1][C:2]([NH:4][C:5]1[CH:10]=[CH:9][C:8]([NH2:11])=[CH:7][CH:6]=1)=[O:3].[C:12]([O:18][CH3:19])(=[O:17])[CH2:13][C:14]([CH3:16])=O>CO>[C:2]([NH:4][C:5]1[CH:10]=[CH:9][C:8]([NH:11][C:14]([CH3:16])=[CH:13][C:12]([O:18][CH3:19])=[O:17])=[CH:7][CH:6]=1)(=[O:3])[CH3:1]. Procedure details: A suspension of 4-aminoacetanilide (2) (253 g, 1.68 mol) and methyl acetoacetate (215 g, 1.85 mol) in MeOH (0.75 L) was heated to reflux. The resulting solution was held at reflux for 16 h and then cooled to 5° C. The resulting off-white precipitate was filtered and washed with MTBE (3×200 mL) to give butenoate 3 (195 g, 47% yield). The mother liquor was concentrated in vacuo and filtered to give a second crop of 3 as pale pink solids (141 g, 34% yield, 81% overall yield). 1H NMR (DMSO) δ 10.22 ... The solvent is N1=CC=CC=C1 (pyridine). As a reaction SMILES: [NH2:1][C:2]1[CH:6]=[CH:5][S:4][C:3]=1[C:7]([O:9][CH3:10])=[O:8].[N:11]1[C:20]2[C:15](=[CH:16][CH:17]=[CH:18][CH:19]=2)[N:14]=[CH:13][C:12]=1[C:21](Cl)=[O:22]>N1C=CC=CC=1>[N:11]1[C:20]2[C:15](=[CH:16][CH:17]=[CH:18][CH:19]=2)[N:14]=[CH:13][C:12]=1[C:21]([NH:1][C:2]1[CH:6]=[CH:5][S:4][C:3]=1[C:7]([O:9][CH3:10])=[O:8])=[O:22]. Starting materials: NC1=C(SC=C1)C(=O)OC (methyl 3-amino-2-thiophenecarboxylate), N1=C(C=NC2=CC=CC=C12)C(=O)Cl (2-quinoxalinecarbonyl chloride). Procedure details: To a solution of methyl 3-amino-2-thiophenecarboxylate (0.82 g, 5.2 mmol) and 2-quinoxalinecarbonyl chloride at 0° C. was added pyridine (1 mL) dropwise. The resulting solution was stirred at room temperature overnight. The solvent was removed under reduced pressure and the residue was dissolved in EtOAc, washed with saturated NH4Cl, and NaHCO3. The organic layer was the dried and concentrated in vacuo. The crude product was used directly in the next step without further purification. Conditions: time 8 hour. The product is N1=C(C=NC2=CC=CC=C12)C(=O)NC1=C(SC=C1)C(=O)OC (methyl 3-[(2-quinoxalinylcarbonyl)amino]-2-thiophenecarboxylate). Reactants: C1COCCN1, C1CCOC1, [Li]CCCC, [Li]C(C)CC, COC(=O)Cl, Cl, O=Cc1ccoc1. Product: COC(=O)c1cc(C=O)co1. Reaction SMILES: [CH2:1]1[NH:2][CH2:3][CH2:4][O:5][CH2:6]1.[CH2:30]1[O:31][CH2:32][CH2:33][CH2:34]1.[CH2:7]([Li:8])[CH2:9][CH2:10][CH3:11].[CH:19]([Li:20])([CH2:21][CH3:22])[CH3:23].[Cl:24][C:25](=[O:26])[O:27][CH3:28].[ClH:29].[o:12]1[cH:13][c:14]([CH:17]=[O:18])[cH:15][cH:16]1>>[o:12]1[cH:13][c:14]([CH:17]=[O:18])[cH:15][c:16]1[C:25](=[O:26])[O:27][CH3:28].